Dataset: the Open Reaction Database (ORD), a public repository of structured organic reaction records. Task: describe an organic reaction: reactants, conditions, products, and yield Reactants: 1h, Cl.NO (hydroxylamine hydrochloride), C(C1=CC=CC=C1)(=O)N1CCN(C(CC1)C(=O)O)S(=O)(=O)C1=CC=C(C=C1)OCC#CC (1-benzoyl-4-{[4-(2-butynyloxy)phenyl]sulfonyl}-1,4-diazepane-5-carboxylic acid), C([O-])(O)=O.[Na+] (sodium bicarbonate), C(C(=O)Cl)(=O)Cl (oxalyl chloride), solution, acid chloride. The solvent is O1CCCC1 (tetrahydrofuran), O (water), CN(C=O)C (dimethylformamide), C(C)(=O)OCC (Ethyl acetate), ClCCl (dichloromethane), ClCCl (dichloromethane), CN(C=O)C (dimethylformamide), C(C)N(CC)CC (triethylamine). Reaction conditions: temperature 0 celsius, time 15 minute. Product: C(C1=CC=CC=C1)(=O)N1CCN(C(CC1)C(=O)NO)S(=O)(=O)C1=CC=C(C=C1)OCC#CC (1-Benzoyl-4-{[4(2-butynyloxy)phenyl]sulfonyl}-N-hydroxy-1,4-diazepane-5-carboxamide). Isolated yield 103.4%. RXN SMILES: C(Cl)(=O)C(Cl)=O.[C:7]([N:15]1[CH2:21][CH2:20][CH:19]([C:22]([OH:24])=O)[N:18]([S:25]([C:28]2[CH:33]=[CH:32][C:31]([O:34][CH2:35][C:36]#[C:37][CH3:38])=[CH:30][CH:29]=2)(=[O:27])=[O:26])[CH2:17][CH2:16]1)(=[O:14])[C:8]1[CH:13]=[CH:12][CH:11]=[CH:10][CH:9]=1.Cl.[NH2:40][OH:41].C(=O)(O)[O-].[Na+]>ClCCl.CN(C)C=O.O1CCCC1.O.C(OCC)(=O)C.C(N(CC)CC)C>[C:7]([N:15]1[CH2:21][CH2:20][CH:19]([C:22]([NH:40][OH:41])=[O:24])[N:18]([S:25]([C:28]2[CH:29]=[CH:30][C:31]([O:34][CH2:35][C:36]#[C:37][CH3:38])=[CH:32][CH:33]=2)(=[O:27])=[O:26])[CH2:17][CH2:16]1)(=[O:14])[C:8]1[CH:13]=[CH:12][CH:11]=[CH:10][CH:9]=1 |f:2.3,4.5|. Reported procedure: To oxalyl chloride (0.72 mL of a 2 M solution in dichloromethane) in dichloromethane (1 mL) at 0° C. was added dimethylformamide (0.11 mL). After 15 min a solution of 1-benzoyl-4-{[4-(2-butynyloxy)phenyl]sulfonyl}-1,4-diazepane-5-carboxylic acid (0.328 g, 0.718 mmol) in dimethylformamide was added and the resulting reaction mixture was stirred at room temperature for 1h In a separate flask, 1.5 mL of triethylamine was added to a 0° C. mixture of 0.50 g of hydroxylamine hydrochloride in 15.4 mL o... Starting materials: BrCc1ccccc1, O=C([O-])O, O=C([O-])[O-], CC(=O)CC(C)C, [K+], [K+], [K+], O, O=C1NCCS1. Yields the product O=C1SCCN1Cc1ccccc1. Reaction SMILES: [Br:18][CH2:19][c:20]1[cH:21][cH:22][cH:23][cH:24][cH:25]1.[C:13](=[O:14])([O-:15])[OH:16].[C:7](=[O:8])([O-:9])[O-:10].[CH2:26]([C:27]([CH3:28])=[O:29])[CH:30]([CH3:31])[CH3:32].[K+:11].[K+:12].[K+:17].[OH2:33].[S:1]1[C:2](=[O:6])[NH:3][CH2:4][CH2:5]1>>[S:1]1[C:2](=[O:6])[N:3]([CH2:19][c:20]2[cH:21][cH:22][cH:23][cH:24][cH:25]2)[CH2:4][CH2:5]1. Reactants: C(C1=CC=CC=C1)[C@H]1N(CC[C@@H](C1)N(C(C(F)(F)F)=O)CC1=CC=NC2=CC=CC=C12)C(C1=C(C=CC=C1)Cl)=O ((2R*,4S*)-2-benzyl-1-(2-chlorobenzoyl)-N-(4-quinolylmethyl)-N-trifluoroacetyl-4-piperidinamine), [BH4-].[Na+] (sodium borohydride). Product: C(C1=CC=CC=C1)[C@H]1N(CC[C@@H](C1)NCC1=CC=NC2=CC=CC=C12)C(C1=C(C=CC=C1)Cl)=O ((2R*,4S*)-2-benzyl-1-(2-chlorobenzoyl)-N-(4-quinolylmethyl)-4-piperidinamine). RXN SMILES: [CH2:1]([C@@H:8]1[CH2:13][C@@H:12]([N:14]([CH2:21][C:22]2[C:31]3[C:26](=[CH:27][CH:28]=[CH:29][CH:30]=3)[N:25]=[CH:24][CH:23]=2)C(=O)C(F)(F)F)[CH2:11][CH2:10][N:9]1[C:32](=[O:40])[C:33]1[CH:38]=[CH:37][CH:36]=[CH:35][C:34]=1[Cl:39])[C:2]1[CH:7]=[CH:6][CH:5]=[CH:4][CH:3]=1.[BH4-].[Na+]>>[CH2:1]([C@@H:8]1[CH2:13][C@@H:12]([NH:14][CH2:21][C:22]2[C:31]3[C:26](=[CH:27][CH:28]=[CH:29][CH:30]=3)[N:25]=[CH:24][CH:23]=2)[CH2:11][CH2:10][N:9]1[C:32](=[O:40])[C:33]1[CH:38]=[CH:37][CH:36]=[CH:35][C:34]=1[Cl:39])[C:2]1[CH:7]=[CH:6][CH:5]=[CH:4][CH:3]=1 |f:1.2|. Reported procedure: 0.165 g (0.291 mmol) of (2R*,4S*)-2-benzyl-1-(2-chlorobenzoyl)-N-(4-quinolylmethyl)-N-trifluoroacetyl-4-piperidinamine is reacted with 0.044 g (1.16 mmol) of sodium borohydride in analogy to Example 2. The title compound ##STR75## is obtained (0.109 g, 80%) as white foam. TLC: methylene chloride/methanol/conc. ammonia (1000:50:1) Rf =0.33, MS: M+ =469, 471; IR: 3680, 1640, 1605, 1580 cm-1. The reactants are N, NC(=O)c1cccc2c1C1CCCN(C(=O)c3ccc4[nH]cnc4c3)C1CC2. Yields the product N#Cc1cccc2c1C1CCCN(C(=O)c3ccc4[nH]cnc4c3)C1CC2. Reaction SMILES: [NH3:29].[nH:1]1[cH:2][n:3][c:4]2[c:5]1[cH:6][cH:7][c:8]([C:10](=[O:11])[N:12]1[CH2:13][CH2:14][CH2:15][CH:16]3[c:17]4[c:18]([cH:22][cH:23][cH:24][c:25]4[C:26](=[O:27])[NH2:28])[CH2:19][CH2:20][CH:21]13)[cH:9]2>>[nH:1]1[cH:2][n:3][c:4]2[c:5]1[cH:6][cH:7][c:8]([C:10](=[O:11])[N:12]1[CH2:13][CH2:14][CH2:15][CH:16]3[c:17]4[c:18]([cH:22][cH:23][cH:24][c:25]4[C:26]#[N:28])[CH2:19][CH2:20][CH:21]13)[cH:9]2.